This data is from the Open Reaction Database (ORD), a public repository of structured organic reaction records. The task is: describe an organic reaction: reactants, conditions, products, and yield Reactants: O=C(O)c1sc(C(F)(F)F)cc1OCc1ccccc1, [Cu], c1ccc2ncccc2c1. Yields the product FC(F)(F)c1cc(OCc2ccccc2)cs1. RXN SMILES: [CH2:1]([c:2]1[cH:3][cH:4][cH:5][cH:6][cH:7]1)[O:8][c:9]1[c:10]([C:18]([OH:19])=[O:20])[s:11][c:12]([C:14]([F:15])([F:16])[F:17])[cH:13]1.[Cu:21].[cH:22]1[cH:23][c:24]2[c:25]([n:26][cH:27][cH:28][cH:29]2)[cH:30][cH:31]1>>[CH2:1]([c:2]1[cH:3][cH:4][cH:5][cH:6][cH:7]1)[O:8][c:9]1[cH:10][s:11][c:12]([C:14]([F:15])([F:16])[F:17])[cH:13]1.